This data is from the Open Reaction Database (ORD), a public repository of structured organic reaction records. The task is: describe an organic reaction: reactants, conditions, products, and yield Reactants: C(CC)C1=CN=C(O1)N (5-propyl-oxazol-2-ylamine), C1=CC=CC=2OC3=CC=CC=C3C(C12)C(=O)Cl (9-xanthene-carboxylic acid chloride). Yields the product C(CC)C1=CN=C(O1)NC(=O)C1C2=CC=CC=C2OC=2C=CC=CC12 (9H-Xanthene-9-carboxylic acid (5-propyl-oxazol-2-yl)-amide). Reaction SMILES: [CH2:1]([C:4]1[O:8][C:7]([NH2:9])=[N:6][CH:5]=1)[CH2:2][CH3:3].[CH:10]1[C:23]2[CH:22]([C:24](Cl)=[O:25])[C:21]3[C:16](=[CH:17][CH:18]=[CH:19][CH:20]=3)[O:15][C:14]=2[CH:13]=[CH:12][CH:11]=1>>[CH2:1]([C:4]1[O:8][C:7]([NH:9][C:24]([CH:22]2[C:23]3[CH:10]=[CH:11][CH:12]=[CH:13][C:14]=3[O:15][C:16]3[C:21]2=[CH:20][CH:19]=[CH:18][CH:17]=3)=[O:25])=[N:6][CH:5]=1)[CH2:2][CH3:3]. Procedure details: The title compound, white solid, m.p. 203-205° C. and MS: m/e=334.1 (M+) was prepared in accordance with the general method of example 44a from 5-propyl-oxazol-2-ylamine [Ber. 95,2419(1962)] and 9-xanthene-carboxylic acid chloride. 66b) The 5-propyl-oxazol-2-ylamine used in the above reaction was obtained as follows: 21.8 g (0.132 mol) of 2-bromobutyraldehyde [Chem.Ber., 70,1898(1937)] was dissolved in 67.5 ml of a 4:3 mixture of DMF and water. Urea, 8.77 g (0.145 mol) was added with stirring. T... Reactants: C(C)(C)(C)OC(=O)NC(COC1=NOC2=C1C=C(C=C2)Cl)COC(=O)NC (3-(2-tert-butoxycarbonylamino-3-methylaminocarbonyloxypropoxy)-5-chloro-1,2-benzoisoxazole), CC(C)O (2-propanol), Cl (hydrogen chloride), CC(C)O (2-propanol). Solvent: CO (methanol). Yields the product Cl.NC(COC1=NOC2=C1C=C(C=C2)Cl)COC(=O)NC (3-(2-amino-3-methylaminocarbonyloxypropoxy)-5-chloro-1,2-benzoisoxazole hydrochloride). As a reaction SMILES: CC(O)C.Cl.C(OC([NH:13][CH:14]([CH2:27][O:28][C:29]([NH:31][CH3:32])=[O:30])[CH2:15][O:16][C:17]1[C:21]2[CH:22]=[C:23]([Cl:26])[CH:24]=[CH:25][C:20]=2[O:19][N:18]=1)=O)(C)(C)C>CO>[ClH:26].[NH2:13][CH:14]([CH2:27][O:28][C:29]([NH:31][CH3:32])=[O:30])[CH2:15][O:16][C:17]1[C:21]2[CH:22]=[C:23]([Cl:26])[CH:24]=[CH:25][C:20]=2[O:19][N:18]=1 |f:4.5|. Procedure: In 10 ml of methanol is dissolved 3-(2-tert-butoxycarbonylamino-3-methylaminocarbonyloxypropoxy)-5-chloro-1,2-benzoisoxazole, and to this solution is added 9.6 ml of a 2-propanol solution (7.5N) of hydrogen chloride, and they are subjected to reaction at 20°-25° C. for 4.5 hours. The solvent is removed from the reaction mixture by distillation under reduced pressure, and to the residue obtained is added 5 ml of 2-propanol, after which the crystals precipitated are collected by filtration, to obt... The reactants are BrC1=CC(=CC=C1)OC1=CC=CC=C1 (1-bromo-3-phenoxybenzene), C(C=C)[Sn](CCCC)(CCCC)CCCC (allyl tributyltin), C1(=CC=CC=C1)P(C1=CC=CC=C1)C1=CC=CC=C1 (triphenylphosphine), [Li+].[Cl-] (LiCl). The reagents and catalysts are Cl[Pd]([P](C1=CC=CC=C1)(C2=CC=CC=C2)C3=CC=CC=C3)([P](C4=CC=CC=C4)(C5=CC=CC=C5)C6=CC=CC=C6)Cl (PdCl2(PPh3)2). Run in CN(C)C=O (DMF), CCOCC (Et2O). Yields the product C(C=C)C1=CC(=CC=C1)OC1=CC=CC=C1 (1-allyl-3-phenoxybenzene). Reaction SMILES: Br[C:2]1[CH:7]=[CH:6][CH:5]=[C:4]([O:8][C:9]2[CH:14]=[CH:13][CH:12]=[CH:11][CH:10]=2)[CH:3]=1.[CH2:15]([Sn](CCCC)(CCCC)CCCC)[CH:16]=[CH2:17].C1(P(C2C=CC=CC=2)C2C=CC=CC=2)C=CC=CC=1.[Li+].[Cl-]>CN(C=O)C.CCOCC.Cl[Pd](Cl)([P](C1C=CC=CC=1)(C1C=CC=CC=1)C1C=CC=CC=1)[P](C1C=CC=CC=1)(C1C=CC=CC=1)C1C=CC=CC=1>[CH2:17]([C:2]1[CH:7]=[CH:6][CH:5]=[C:4]([O:8][C:9]2[CH:14]=[CH:13][CH:12]=[CH:11][CH:10]=2)[CH:3]=1)[CH:16]=[CH2:15] |f:3.4,^1:64,83|. Procedure: A suspension of 1-bromo-3-phenoxybenzene (2.01 g; 8.08 mmol), PdCl2(PPh3)2 (296 mg; 0.42 mmol), allyl tributyltin 3.13 g; 9.46 mmol), triphenylphosphine (455 mg; 1.73 mmol) and LiCl (1.39 g; 33 mmol) in 10 ml DMF was stirred at 100° C. for 3 h. After cooling to r.t the mixture was diluted with Et2O (75 ml), washed with water (3×50 ml) and brine, dried over MgSO4 and concentrated. Flash chromatography with hexane afforded the desired material. Starting materials: C(C)(C)(C)OC(=O)N1CCN(CC1)C(NC(CO)C1=CC(=CC=C1)Cl)=O (4-[1 -(3-Chloro-phenyl)-2-hydroxy-ethylcarbamoyl]-piperazine- 1-carboxylic acid tert-butyl ester), FC(C(=O)O)(F)F (trifluoroacetic acid), ClC1=NC=C(C(=N1)Cl)Cl (2,4,5-trichloropyrimidine). Run in C(Cl)Cl (methylene chloride). Run at time 8 hour. Yields the product ClC=1C=C(C=CC1)C(CO)NC(=O)C1CCN(CC1)C1=NC(=NC=C1Cl)Cl (1-(2,5-Dichloro-pyrimidin-4-yl)-piperidine-4-carboxylic acid [1-(3-chloro-phenyl)-2-hydroxy-ethyl]-amide). Reaction SMILES: C(OC(N1CCN([C:14](=[O:26])[NH:15][CH:16]([C:19]2[CH:24]=[CH:23][CH:22]=[C:21]([Cl:25])[CH:20]=2)[CH2:17][OH:18])CC1)=O)(C)(C)C.F[C:28](F)(F)[C:29](O)=O.[Cl:34][C:35]1[N:40]=[C:39](Cl)[C:38]([Cl:42])=[CH:37][N:36]=1>C(Cl)Cl>[Cl:25][C:21]1[CH:20]=[C:19]([CH:16]([NH:15][C:14]([CH:29]2[CH2:28][CH2:14][N:15]([C:39]3[C:38]([Cl:42])=[CH:37][N:36]=[C:35]([Cl:34])[N:40]=3)[CH2:16][CH2:17]2)=[O:26])[CH2:17][OH:18])[CH:24]=[CH:23][CH:22]=1. Reported procedure: 4-[1 -(3-Chloro-phenyl)-2-hydroxy-ethylcarbamoyl]-piperazine- 1-carboxylic acid tert-butyl ester was deprotected with 10% trifluoroacetic acid in methylene chloride by stirring overnight at ambient temperature. The reaction was concentrated in vacuo and the resulting TFA salt was dissolved in DMF (1 mL) and DIEA (0.25 mL). This mixture was heated with 2,4,5-trichloropyrimidine (52 mg. 0.28 mmol) at 80° C. for 18 hours. Purification by prep HPLC (Gilson: Column=CombiHT SB-C189 5 μM 21.2 mm×100 mm...